From a dataset of the Open Reaction Database (ORD), a public repository of structured organic reaction records. describe an organic reaction: reactants, conditions, products, and yield Reactants: C(C)OC(CN1C(NC2=C1C=C(C(=C2)Cl)Cl)=O)=O (5,6-dichloro-2-oxo-1-benzimidazolineacetic acid ethyl ester), ClC1=CC=C(CCl)C=C1 (p-chlorobenzyl chloride). Product: C(C)OC(CN1C(N(C2=C1C=C(C(=C2)Cl)Cl)CC2=CC=C(C=C2)Cl)=O)=O (3-(p-chlorobenzyl)-5,6-dichloro-2-oxo-1-benzimidazolineacetic acid ethyl ester), desired final product. RXN SMILES: [CH2:1]([O:3][C:4](=[O:18])[CH2:5][N:6]1[C:10]2[CH:11]=[C:12]([Cl:16])[C:13]([Cl:15])=[CH:14][C:9]=2[NH:8][C:7]1=[O:17])[CH3:2].[Cl:19][C:20]1[CH:27]=[CH:26][C:23]([CH2:24]Cl)=[CH:22][CH:21]=1>>[CH2:1]([O:3][C:4](=[O:18])[CH2:5][N:6]1[C:10]2[CH:11]=[C:12]([Cl:16])[C:13]([Cl:15])=[CH:14][C:9]=2[N:8]([CH2:24][C:23]2[CH:26]=[CH:27][C:20]([Cl:19])=[CH:21][CH:22]=2)[C:7]1=[O:17])[CH3:2]. Procedure details: The procedure described in Example 1 was repeated (using the same molar proportions as before) except that 240 mg. (0.0008 mole) of 5,6-dichloro-2-oxo-1-benzimidazolineacetic acid ethyl ester and 134 mg. (0.00083 mole) of p-chlorobenzyl chloride were reacted to afford 3-(p-chlorobenzyl)-5,6-dichloro-2-oxo-1-benzimidazolineacetic acid ethyl ester as the desired final product. Starting materials: ClC1=C(C#N)C=C(C(=N1)C1=CC=C(C=C1)CN1CCC(CC1)C1=NC2=C(N1)C=C(C=C2)F)C2=CC=CC=C2 (2-chloro-6-(4-{[4-(6-fluoro-1H-benzimidazol-2-yl)piperidin-1-yl]methyl}phenyl)-5-phenylnicotinonitrile), ClC1=C(C#N)C=C(C(=N1)C1=CC=C(C=C1)CN1CCC(CC1)N1C(NC2=C1C=CC=C2)=O)C2=CC=CC=C2 (2-Chloro-6-(4-{[4-(2-oxo-2,3-dihydro-1H-benzimidazol-1-yl)piperidin-1-yl]methyl}phenyl]-5-phenylnicotinonitrile), C(CO)(=O)OC (methyl glycolate), C[O-].[K+] (potassium methoxide). The solvent is CN(C)C=O (DMF). The product is NC1=C(OC2=NC(=C(C=C21)C2=CC=CC=C2)C2=CC=C(C=C2)CN2CCC(CC2)C2=NC1=C(N2)C=C(C=C1)F)C(=O)OC (Methyl 3-amino-6-(4-{[4-(6-fluoro-1H-benzimidazol-2-yl)piperidin-1-yl]methyl}phenyl)-5-phenylfuro[2,3-b]pyridine-2-carboxylate). As a reaction SMILES: Cl[C:2]1[N:9]=[C:8]([C:10]2[CH:15]=[CH:14][C:13]([CH2:16][N:17]3[CH2:22][CH2:21][CH:20]([C:23]4[NH:27][C:26]5[CH:28]=[C:29]([F:32])[CH:30]=[CH:31][C:25]=5[N:24]=4)[CH2:19][CH2:18]3)=[CH:12][CH:11]=2)[C:7]([C:33]2[CH:38]=[CH:37][CH:36]=[CH:35][CH:34]=2)=[CH:6][C:3]=1[C:4]#[N:5].ClC1N=C(C2C=CC(CN3CCC(N4C5C=CC=CC=5NC4=O)CC3)=CC=2)C(C2C=CC=CC=2)=CC=1C#N.[C:77]([O:81][CH3:82])(=[O:80])[CH2:78][OH:79].C[O-].[K+]>CN(C=O)C>[NH2:5][C:4]1[C:3]2[C:2](=[N:9][C:8]([C:10]3[CH:11]=[CH:12][C:13]([CH2:16][N:17]4[CH2:22][CH2:21][CH:20]([C:23]5[NH:27][C:26]6[CH:28]=[C:29]([F:32])[CH:30]=[CH:31][C:25]=6[N:24]=5)[CH2:19][CH2:18]4)=[CH:14][CH:15]=3)=[C:7]([C:33]3[CH:38]=[CH:37][CH:36]=[CH:35][CH:34]=3)[CH:6]=2)[O:79][C:78]=1[C:77]([O:81][CH3:82])=[O:80] |f:3.4|. Procedure: The solution of 2-chloro-6-(4-{[4-(6-fluoro-1H-benzimidazol-2-yl)piperidin-1-yl]methyl}phenyl)-5-phenylnicotinonitrile (3-1, synthesis made in a similar manner as shown in Scheme 1, compound 1-6; 0.026 g, 0.05 mmol), methyl glycolate (0.01 g, 0.11 mmol) and potassium methoxide (0.009 mg, 0.11 mmol) in DMF (1 mL) was heated to 70° C. for 1 h. The mixture was purified by reverse phase HPLC (5-100% CH3CN/H2O+0.1% TFA) to give Methyl 3-amino-6-(4-{[4-(6-fluoro-1H-benzimidazol-2-yl)piperidin-1-yl]met...